From a dataset of the Open Reaction Database (ORD), a public repository of structured organic reaction records. describe an organic reaction: reactants, conditions, products, and yield Starting materials: [Li+].[OH-] (LiOH), Cl (HCl), [Li+].[OH-] (LiOH), C(C)(=O)O[C@@H]1CCN(C2=NC(=C(N=C21)C2=CC=CC=C2)C2=CC=CC=C2)CCCCCCC(=O)OCC ((R)-Ethyl 7-(8-acetoxy-2,3-diphenyl-7,8-dihydropyrido[2,3-b]pyrazin-5(6H)-yl)heptanoate), [Li+].[OH-] (LiOH), Cl (HCl). Run in O (water), C1CCOC1 (THF), O (water). The product is O[C@@H]1CCN(C2=NC(=C(N=C21)C2=CC=CC=C2)C2=CC=CC=C2)CCCCCCC(=O)O ((R)-7-(8-Hydroxy-2,3-diphenyl-7,8-dihydropyrido[2,3-b]pyrazin-5(6H)-yl)heptanoic acid). RXN SMILES: C([O:4][C@H:5]1[C:14]2[C:9](=[N:10][C:11]([C:21]3[CH:26]=[CH:25][CH:24]=[CH:23][CH:22]=3)=[C:12]([C:15]3[CH:20]=[CH:19][CH:18]=[CH:17][CH:16]=3)[N:13]=2)[N:8]([CH2:27][CH2:28][CH2:29][CH2:30][CH2:31][CH2:32][C:33]([O:35]CC)=[O:34])[CH2:7][CH2:6]1)(=O)C.[Li+].[OH-].Cl>C1COCC1.O>[OH:4][C@H:5]1[C:14]2[C:9](=[N:10][C:11]([C:21]3[CH:22]=[CH:23][CH:24]=[CH:25][CH:26]=3)=[C:12]([C:15]3[CH:20]=[CH:19][CH:18]=[CH:17][CH:16]=3)[N:13]=2)[N:8]([CH2:27][CH2:28][CH2:29][CH2:30][CH2:31][CH2:32][C:33]([OH:35])=[O:34])[CH2:7][CH2:6]1 |f:1.2|. Procedure details: To a solution of (R)-ethyl 7-(8-acetoxy-2,3-diphenyl-7,8-dihydropyrido[2,3-b]pyrazin-5(6H)-yl)heptanoate (step 1) (24.4 mg, 0.049 mmol) in THF (3 ml) and water (1 ml) was added LiOH (6.99 mg, 0.292 mmol). The reaction mixture was heated to reflux for 1.5 h. A further 6 equivalents of LiOH was added and heated continued at reflux for 1 h. After cooling to RT, the pH of the mixture was adjusted to pH below 5 by addition of 2M HCl. The volatile solvent was removed in vacuo. To the residue was added... Reactants: ClC1=CC=C(C=C1)N1N=C2C(=C1)CN(C2=O)C=2C=NC(=CC2)F (2-(4-Chlorophenyl)-5-(6-fluoropridin-3-yl)-4,5-dihydropyrrolo[3,4-c]pyrazol-6(2H)-one), C(C1=CC=CC=C1)N1CC2CNCC2C1 (2-benzyloctahydropyrrolo[3,4-c]pyrrole). The solvent is CS(=O)C (DMSO). Reaction conditions: temperature 120 celsius. Product: C(C1=CC=CC=C1)N1CC2C(C1)CN(C2)C2=CC=C(C=N2)N2C(C1=NN(C=C1C2)C2=CC=C(C=C2)Cl)=O (5-(6-(5-Benzylhexahydropyrrolo[3,4-c]pyrrol-2(1H)-yl)pyridin-3-yl)-2-(4-chlorophenyl)-4,5-dihydropyrrolo[3,4-c]pyrazol-6(2H)-one). Yield: 51.3%. RXN SMILES: [Cl:1][C:2]1[CH:7]=[CH:6][C:5]([N:8]2[CH:12]=[C:11]3[CH2:13][N:14]([C:17]4[CH:18]=[N:19][C:20](F)=[CH:21][CH:22]=4)[C:15](=[O:16])[C:10]3=[N:9]2)=[CH:4][CH:3]=1.[CH2:24]([N:31]1[CH2:38][CH:37]2[CH:33]([CH2:34][NH:35][CH2:36]2)[CH2:32]1)[C:25]1[CH:30]=[CH:29][CH:28]=[CH:27][CH:26]=1>CS(C)=O>[CH2:24]([N:31]1[CH2:38][CH:37]2[CH2:36][N:35]([C:20]3[N:19]=[CH:18][C:17]([N:14]4[CH2:13][C:11]5[C:10](=[N:9][N:8]([C:5]6[CH:6]=[CH:7][C:2]([Cl:1])=[CH:3][CH:4]=6)[CH:12]=5)[C:15]4=[O:16])=[CH:22][CH:21]=3)[CH2:34][CH:33]2[CH2:32]1)[C:25]1[CH:26]=[CH:27][CH:28]=[CH:29][CH:30]=1. Procedure details: To a mixture of Example 34A (20 mg, 0.061 mmol) in DMSO (0.8 mL) was added 2-benzyloctahydropyrrolo[3,4-c]pyrrole (58 mg, 0.287 mmol). The resulting mixture was irradiated in microwave reactor at 120° C. for 30 min. The sealed tube was heated at 120° C. for 3 h and allowed to cool down to room temperature. The reaction mixture was subjected to filtration. The solid collected was further washed with MeOH (8 mL) and dried under vacuum to give product (16 mg). The obtained product was diluted with ... Reactants: [H-].[Na+] (sodium hydride), [N+](=O)([O-])C1=CC=C(O1)C1=NNC=C1C#N (3-(5-nitro-2-furyl)-1H-pyrazole-4-carbonitrile), C(C)(=O)O (acetic acid), ice, CI (methyl iodide). Solvent: CN(C=O)C (dimethylformamide), O (water), CN(C=O)C (dimethylformamide). Yields the product CN1N=C(C(=C1)C#N)C=1OC(=CC1)[N+](=O)[O-] (1-methyl-3-(5-nitro-2-furyl)pyrazole-4-carbonitrile). Yield: 57.0%. As a reaction SMILES: [N+:1]([C:4]1[O:8][C:7]([C:9]2[C:13]([C:14]#[N:15])=[CH:12][NH:11][N:10]=2)=[CH:6][CH:5]=1)([O-:3])=[O:2].[H-].[Na+].CI.[C:20](O)(=O)C>CN(C)C=O.O>[CH3:20][N:11]1[CH:12]=[C:13]([C:14]#[N:15])[C:9]([C:7]2[O:8][C:4]([N+:1]([O-:3])=[O:2])=[CH:5][CH:6]=2)=[N:10]1 |f:1.2|. Procedure: Add 15.4 g of 3-(5-nitro-2-furyl)-1H-pyrazole-4-carbonitrile portionwise to a suspension of 2.5 g of sodium hydride (80% in liquid paraffin) in 90 ml of dimethylformamide while stirring and under nitrogen at from -2° C to -5° C. Stir the thus-obtained reaction mixture for 30 minutes and then add dropwise thereto a solution of 11.8 g of methyl iodide in 20 ml of dimethylformamide. After stirring for 30 minutes, admix therewith 0.6 g of glacial acetic acid and stir the resulting solution into 220 ... Starting materials: FC=1C=C(C=C(OC2=CC=C(C=C2)C(CC)=O)C1)C1(C(OCC1)C)OC (4'{5-fluoro-3-[(2RS,3SR)-3-methoxy-2-methyltetrahydrofuran-3-yl]phenoxy}propiophenone), Cl.NO (hydroxylamine hydrochloride). Yields the product FC=1C=C(C=C(OC2=CC=C(C=C2)C(CC)=NO)C1)C1(C(OCC1)C)OC (4'-{5-fluoro-3-{(2RS,3SR)-3-methoxy-2-methyltetrahydrofuran-3-yl]phenoxy}propiophenone oxime). Isolated yield 83.0%. RXN SMILES: [F:1][C:2]1[CH:3]=[C:4]([C:19]2([O:25][CH3:26])[CH2:23][CH2:22][O:21][CH:20]2[CH3:24])[CH:5]=[C:6]([CH:18]=1)[O:7][C:8]1[CH:13]=[CH:12][C:11]([C:14](=O)[CH2:15][CH3:16])=[CH:10][CH:9]=1.Cl.[NH2:28][OH:29]>>[F:1][C:2]1[CH:3]=[C:4]([C:19]2([O:25][CH3:26])[CH2:23][CH2:22][O:21][CH:20]2[CH3:24])[CH:5]=[C:6]([CH:18]=1)[O:7][C:8]1[CH:13]=[CH:12][C:11]([C:14](=[N:28][OH:29])[CH2:15][CH3:16])=[CH:10][CH:9]=1 |f:1.2|. Procedure details: Using an analogous procedure to that described in Example 66, 4'{5-fluoro-3-[(2RS,3SR)-3-methoxy-2-methyltetrahydrofuran-3-yl]phenoxy}propiophenone was reacted with hydroxylamine hydrochloride to give 4'-{5-fluoro-3-{(2RS,3SR)-3-methoxy-2-methyltetrahydrofuran-3-yl]phenoxy}propiophenone oxime in 83% yield, m.p. 94°-96° C. The product is FC1=CC=C(C=C1)CC(=O)NN1C(C2=CC=CC=C2C(=N1)S(=O)(=O)C1=CC=CC=C1)=O (2-(4-fluorophenyl)-N-[1-oxo-4-(phenylsulfonyl)phthalazin-2(1H)-yl]acetamide). Reactants: NN1C(C2=CC=CC=C2C(=N1)S(=O)(=O)C1=CC=CC=C1)=O (2-amino-4-(phenylsulfonyl)phthalazin-1(2H)-one), FC1=CC=C(C=C1)CC(=O)O (2-(4-fluorophenyl)acetic acid). As a reaction SMILES: [NH2:1][N:2]1[N:11]=[C:10]([S:12]([C:15]2[CH:20]=[CH:19][CH:18]=[CH:17][CH:16]=2)(=[O:14])=[O:13])[C:9]2[C:4](=[CH:5][CH:6]=[CH:7][CH:8]=2)[C:3]1=[O:21].[F:22][C:23]1[CH:28]=[CH:27][C:26]([CH2:29][C:30](O)=[O:31])=[CH:25][CH:24]=1>>[F:22][C:23]1[CH:28]=[CH:27][C:26]([CH2:29][C:30]([NH:1][N:2]2[N:11]=[C:10]([S:12]([C:15]3[CH:16]=[CH:17][CH:18]=[CH:19][CH:20]=3)(=[O:14])=[O:13])[C:9]3[C:4](=[CH:5][CH:6]=[CH:7][CH:8]=3)[C:3]2=[O:21])=[O:31])=[CH:25][CH:24]=1. Procedure details: The product from Example 68B and 2-(4-fluorophenyl)acetic acid were processed using a method similar to that described in Example 10C to afford the title compound. 1H NMR (400 MHz, DMSO-d6) δ 11.85 (s, 1H), 8.60-8.53 (m, 1H), 8.42-8.35 (m, 1H), 8.15-8.07 (m, 1H), 8.05-7.95 (m, 3H), 7.84-7.76 (m, 1H), 7.72-7.66 (m, 2H), 7.35-7.29 (m, 2H), 7.17 (t, J=8.9, 2H), 3.67 (s, 2H); MS (APCI+) M/Z 438 (M+H)+. The reactants are ClC=1C=C(C=CC1NC(C#C)(C)C)C(C(=O)OCC)C (ethyl 2-[3-chloro-4-(1,1-dimethyl-2-propynylamino)phenyl]propionate), ClC=1C=C(C=CC1NC(C#C)(C)C)C(C(=O)OCC)C (ethyl 2-[3-chloro-4-(1,1-dimethyl-2-propynylamino)phenyl]propionate). The reagents and catalysts are [Cl-].[Zn+2].[Cl-] (zinc chloride). Run in O1CCOCC1 (dioxane), CCCCCC (hexane). Product: ClC=1C=C(C=C2C=CC(NC12)(C)C)C(C(=O)OCC)C (Ethyl 2-(8-chloro-1,2-dihydro-2,2-dimethylquinolin-6-yl)propionate). The yield is 93.8%. As a reaction SMILES: [Cl:1][C:2]1[CH:3]=[C:4]([CH:14]([CH3:20])[C:15]([O:17][CH2:18][CH3:19])=[O:16])[CH:5]=[CH:6][C:7]=1[NH:8][C:9]([CH3:13])([CH3:12])[C:10]#[CH:11]>O1CCOCC1.CCCCCC.[Cl-].[Zn+2].[Cl-]>[Cl:1][C:2]1[CH:3]=[C:4]([CH:14]([CH3:20])[C:15]([O:17][CH2:18][CH3:19])=[O:16])[CH:5]=[C:6]2[C:7]=1[NH:8][C:9]([CH3:12])([CH3:13])[CH:10]=[CH:11]2 |f:3.4.5|. Procedure: 6.5 g of Ethyl 2-[3-chloro-4-(1,1-dimethyl-2-propynylamino)phenyl]propionate (Compound 1) was dissolved in 70 ml of dioxane, and 10.0 g of zinc chloride were added thereto. The mixture was reacted at 95° C. for 15 hours under nitrogen atmosphere. After the reaction, the mixture was diluted with 100 ml of hexane, and subjected to column chromatography on silica gel. The solvent was distilled off to give 6.1 g of Ethyl 2-(8-chloro-1,2-dihydro-2,2-dimethylquinolin-6-yl)propionate (Compound 6).